From a dataset of the Open Reaction Database (ORD), a public repository of structured organic reaction records. describe an organic reaction: reactants, conditions, products, and yield Reactants: Brc1csc(-c2ccncc2)c1, [Cu]I, O=C1NCC2(CN3CCC2CC3)O1. The product is O=C1OC2(CN3CCC2CC3)CN1c1csc(-c2ccncc2)c1. As a reaction SMILES: [Br:14][c:15]1[cH:16][c:17](-[c:20]2[cH:21][cH:22][n:23][cH:24][cH:25]2)[s:18][cH:19]1.[Cu:26][I:27].[O:1]1[C:2](=[O:13])[NH:3][CH2:4][C:5]12[CH2:6][N:7]1[CH2:8][CH2:9][CH:10]2[CH2:11][CH2:12]1>>[O:1]1[C:2](=[O:13])[N:3]([c:15]2[cH:16][c:17](-[c:20]3[cH:21][cH:22][n:23][cH:24][cH:25]3)[s:18][cH:19]2)[CH2:4][C:5]12[CH2:6][N:7]1[CH2:8][CH2:9][CH:10]2[CH2:11][CH2:12]1.